Dataset: the Open Reaction Database (ORD), a public repository of structured organic reaction records. Task: describe an organic reaction: reactants, conditions, products, and yield Starting materials: OCC1=NC=C(C(=O)N(C2CCCC2)C2CCCC2)C=C1 (6-Hydroxymethyl-N,N-dicyclopentylnicotinamide), P(Cl)(Cl)(Cl)(Cl)Cl (phosphorus pentachloride), C([O-])([O-])=O.[K+].[K+] (potassium carbonate), 18h. The solvent is C(Cl)(Cl)Cl (chloroform), O (water), O (water). Reaction conditions: time 10 minute. Yields the product ClCC1=NC=C(C(=O)N(C2CCCC2)C2CCCC2)C=C1 (6-Chloromethyl-N,N-dicyclopentylnicotinamide). Reaction SMILES: O[CH2:2][C:3]1[CH:21]=[CH:20][C:6]([C:7]([N:9]([CH:15]2[CH2:19][CH2:18][CH2:17][CH2:16]2)[CH:10]2[CH2:14][CH2:13][CH2:12][CH2:11]2)=[O:8])=[CH:5][N:4]=1.P(Cl)(Cl)(Cl)(Cl)[Cl:23].C(=O)([O-])[O-].[K+].[K+]>C(Cl)(Cl)Cl.O>[Cl:23][CH2:2][C:3]1[CH:21]=[CH:20][C:6]([C:7]([N:9]([CH:15]2[CH2:19][CH2:18][CH2:17][CH2:16]2)[CH:10]2[CH2:14][CH2:13][CH2:12][CH2:11]2)=[O:8])=[CH:5][N:4]=1 |f:2.3.4|. Reported procedure: To a solution of the title product of Example C (1.44 g, 5 mmol) in chloroform (30 mL), phosphorus pentachloride (1.04, 5 mmol) was added. The contents were immersed in an oil-bath at 70° C. and the temperature raised to reflux. After 18h, the pinkish colored reaction solution was cooled to room temperature. The reaction was diluted with water (75 mL) and solid potassium carbonate (2.2 g) added. The contents were stirred for about 10 min until no more effervescence was observed. More water (100 ... The reactants are IC1=CN(C2=C1C(=NC=C2)OC)C(COC)CC (3-iodo-4-methoxy-1-(1-methoxybutan-2-yl)-1H-pyrrolo[3,2-c]pyridine), C(#N)CC1=CC=C(C=C1)B(O)O ((4-(cyanomethyl)phenyl)boronic acid), C([O-])([O-])=O.[K+].[K+] (potassium carbonate). Reagents/catalysts: C=1C=CC(=CC1)[P](C=2C=CC=CC2)(C=3C=CC=CC3)[Pd]([P](C=4C=CC=CC4)(C=5C=CC=CC5)C=6C=CC=CC6)([P](C=7C=CC=CC7)(C=8C=CC=CC8)C=9C=CC=CC9)[P](C=1C=CC=CC1)(C=1C=CC=CC1)C=1C=CC=CC1 (tetrakis(triphenylphosphine)palladium(0)). Run in CN(C)C=O (DMF), O (water), O (water). Run at temperature 130 celsius, time 30 minute. Product: COCC(CC)N1C=C(C=2C(NC=CC21)=O)C2=CC=C(C=C2)CC#N ((4-(1-(1-methoxybutan-2-yl)-4-oxo-4,5-dihydro-1H-pyrrolo[3,2-c]pyridin-3-yl)phenyl)acetonitrile). Isolated yield 43.4%. Reaction SMILES: I[C:2]1[C:6]2[C:7]([O:11]C)=[N:8][CH:9]=[CH:10][C:5]=2[N:4]([CH:13]([CH2:17][CH3:18])[CH2:14][O:15][CH3:16])[CH:3]=1.[C:19]([CH2:21][C:22]1[CH:27]=[CH:26][C:25](B(O)O)=[CH:24][CH:23]=1)#[N:20].C(=O)([O-])[O-].[K+].[K+]>CN(C=O)C.O.C1C=CC([P]([Pd]([P](C2C=CC=CC=2)(C2C=CC=CC=2)C2C=CC=CC=2)([P](C2C=CC=CC=2)(C2C=CC=CC=2)C2C=CC=CC=2)[P](C2C=CC=CC=2)(C2C=CC=CC=2)C2C=CC=CC=2)(C2C=CC=CC=2)C2C=CC=CC=2)=CC=1>[CH3:16][O:15][CH2:14][CH:13]([N:4]1[C:5]2[CH:10]=[CH:9][NH:8][C:7](=[O:11])[C:6]=2[C:2]([C:25]2[CH:26]=[CH:27][C:22]([CH2:21][C:19]#[N:20])=[CH:23][CH:24]=2)=[CH:3]1)[CH2:17][CH3:18] |f:2.3.4,^1:46,48,67,86|. Procedure: To a solution of 3-iodo-4-methoxy-1-(1-methoxybutan-2-yl)-1H-pyrrolo[3,2-c]pyridine (50.0 mg) obtained in Step A-2 of Example 17 in DMF (2 mL)/water (0.20 mL) were added (4-(cyanomethyl)phenyl)boronic acid (33.8 mg), tetrakis(triphenylphosphine)palladium(0) (15.9 mg) and potassium carbonate (38.3 mg). The reaction mixture was stirred under microwave irradiation at 130° C. for 30 min. The reaction mixture was diluted with water, and the mixture was extracted with ethyl acetate. The organic layer ... Starting materials: ClC1=CC=C(C=CC(=O)OCC)C=C1 (ethyl 4-chlorocinnamate), CN(C(=N)N(C)C)C (N,N,N′,N′-tetramethylguanidine), [N+](=O)([O-])C (nitromethane). Yields the product ClC1=CC=C(C=C1)C(CC(=O)OCC)C[N+](=O)[O-] (ethyl 3-(4-chlorophenyl)-4-nitrobutanoate). The yield is 92.9%. RXN SMILES: [Cl:1][C:2]1[CH:14]=[CH:13][C:5]([CH:6]=[CH:7][C:8]([O:10][CH2:11][CH3:12])=[O:9])=[CH:4][CH:3]=1.CN(C)C(N(C)C)=N.[N+:23]([CH3:26])([O-:25])=[O:24]>>[Cl:1][C:2]1[CH:3]=[CH:4][C:5]([CH:6]([CH2:26][N+:23]([O-:25])=[O:24])[CH2:7][C:8]([O:10][CH2:11][CH3:12])=[O:9])=[CH:13][CH:14]=1. Reported procedure: The solution of ethyl 4-chlorocinnamate (12.6 g) and N,N,N′,N′-tetramethylguanidine (1.2 g) in nitromethane (36.6 g) was kept at rt for three days. The excess of nitromethane was evaporated and the residue dissolved in diethyl ether (250 ml). The organic layer was washed with 2M HCl (2×150 ml), dried (sodium sulfate), and evaporated. The residue was subjected to purification by flash chromatography on silica gel (petrol ether/ethyl acetate 10:1) to give ethyl 3-(4-chlorophenyl)-4-nitrobutanoate ... Starting materials: C(C)(=O)N1/C(/C=2CCCCC2CC1)=C/C1=CC=C(C=C1)OC ((E)-2-acetyl-1,2,3,4,5,6,7,8-octahydro-1-(p-methoxybenzylidene)isoquinoline). Solvent: C(Cl)Cl (methylene chloride). The product is C(C)(=O)N1C(=C2CCCC=C2CC1)CC1=CC=C(C=C1)OC (2-acetyl-1 -(p-methoxybenzyl)-2,3,4,6,7,8-hexahydroisoquinoline). Isolated yield 33.3%. As a reaction SMILES: [C:1]([N:4]1[CH2:13][CH2:12][C:11]2[CH2:10][CH2:9][CH2:8][CH2:7][C:6]=2/[C:5]/1=[CH:14]\[C:15]1[CH:20]=[CH:19][C:18]([O:21][CH3:22])=[CH:17][CH:16]=1)(=[O:3])[CH3:2]>C(Cl)Cl>[C:1]([N:4]1[CH2:13][CH2:12][C:11]2[C:6]([CH2:7][CH2:8][CH2:9][CH:10]=2)=[C:5]1[CH2:14][C:15]1[CH:16]=[CH:17][C:18]([O:21][CH3:22])=[CH:19][CH:20]=1)(=[O:3])[CH3:2]. Procedure details: A solution of 2.1 g of (E)-2-acetyl-1,2,S,4,5,6,7,8-octahydro-1-(p-methoxybenzylidene)isoquinoline (prepared according to Example 1) in 120 ml of methylene chloride was heated at reflux for 2 hours under argon. The solvent was then distilled off at 30° C./20 mbar. The residue, 2.3 g of a colorless oil, contained 61% of the desired product according to GC. Column chromatography and crystallization from isopropyl ether gave 700 mg of 2-acetyl-1 -(p-methoxybenzyl)-2,3,4,6,7,8-hexahydroisoquinoline,... Reactants: BrC1=CC=C(C=C1)OC(F)(F)F (1-bromo-4-(trifluoromethoxy)benzene), C(CCC)N(CCCC)CCCC (tributylamine), (E)-di(μ-acetato)bis(o-(di-o-tolylphosphino)benzyl)dipalladium(II), FC1=CC=C(NC2=C(C(=O)OC(C)(C)C)C=CC(=C2)C=C)C=C1 (tert-butyl 2-(4-fluoroanilino)-4-vinylbenzoate), BrC1=CC=C(C=C1)OC(F)(F)F (1-bromo-4-(trifluoromethoxy)benzene), C(CCC)N(CCCC)CCCC (tributylamine), C(CC(O)(C(=O)O)CC(=O)O)(=O)O (citric acid). Reagents/catalysts: C(C)(=O)[O-].[Pd+2].C(C)(=O)[O-] (palladium acetate), C(C)(=O)[O-].[Pd+2].C(C)(=O)[O-] (Palladium acetate). Solvent: CN(C(C)=O)C (N,N-dimethylacetamide), C(C)(=O)OCC (ethyl acetate). Run at temperature 110 celsius, time 6 hour. Product: FC1=CC=C(NC2=C(C(=O)OC(C)(C)C)C=CC(=C2)\C=C\C2=CC=C(C=C2)OC(F)(F)F)C=C1 (tert-butyl 2-(4-fluoroanilino)-4-((E)-2-(4-(trifluoromethoxy)phenyl)vinyl)benzoate). Reaction SMILES: [F:1][C:2]1[CH:23]=[CH:22][C:5]([NH:6][C:7]2[CH:19]=[C:18]([CH:20]=[CH2:21])[CH:17]=[CH:16][C:8]=2[C:9]([O:11][C:12]([CH3:15])([CH3:14])[CH3:13])=[O:10])=[CH:4][CH:3]=1.Br[C:25]1[CH:30]=[CH:29][C:28]([O:31][C:32]([F:35])([F:34])[F:33])=[CH:27][CH:26]=1.C(N(CCCC)CCCC)CCC.C(O)(=O)CC(CC(O)=O)(C(O)=O)O>C([O-])(=O)C.[Pd+2].C([O-])(=O)C.C(OCC)(=O)C.CN(C)C(=O)C>[F:1][C:2]1[CH:23]=[CH:22][C:5]([NH:6][C:7]2[CH:19]=[C:18](/[CH:20]=[CH:21]/[C:25]3[CH:26]=[CH:27][C:28]([O:31][C:32]([F:33])([F:34])[F:35])=[CH:29][CH:30]=3)[CH:17]=[CH:16][C:8]=2[C:9]([O:11][C:12]([CH3:15])([CH3:13])[CH3:14])=[O:10])=[CH:4][CH:3]=1 |f:4.5.6|. Procedure: To N,N-dimethylacetamide 3.0 mL solution of tert-butyl 2-(4-fluoroanilino)-4-vinylbenzoate 0.10 g were added 1-bromo-4-(trifluoromethoxy)benzene 0.12 g, tributylamine 0.15 mL and palladium acetate 3.6 mg at room temperature, and it was stirred at 110° C. for 6 hours. Palladium acetate 3.6 mg was added to it, and it was stirred at 130° C. for 6 hours. 1-bromo-4-(trifluoromethoxy)benzene 0.12 g, tributylamine 0.076 mL and (E)-di(μ-acetato)bis(o-(di-o-tolylphosphino)benzyl)dipalladium(II) 6.3 mg we... The reactants are [Cr](=O)(=O)(O)O (chromic acid), ice water, ClC1=C(C=C(C=C1)F)C (2-chloro-5-fluorotoluene), S(O)(O)(=O)=O (sulfuric acid). The solvent is C(C)(=O)OC(C)=O (acetic anhydride), C(C)(=O)OC(C)=O (acetic anhydride). Run at time 1 hour. Product: ClC1=C(C=O)C=C(C=C1)F (2-chloro-5-fluorobenzaldehyde). As a reaction SMILES: [Cl:1][C:2]1[CH:7]=[CH:6][C:5]([F:8])=[CH:4][C:3]=1[CH3:9].S(=O)(=O)(O)[OH:11].[Cr](O)(O)(=O)=O>C(OC(=O)C)(=O)C>[Cl:1][C:2]1[CH:7]=[CH:6][C:5]([F:8])=[CH:4][C:3]=1[CH:9]=[O:11]. Procedure details: To a solution of 2-chloro-5-fluorotoluene (5.0 g) in acetic anhydride (40 ml) was added dropwise under ice-cooling concentrated sulfuric acid (40 ml), and then added dropwise a solution of anhydrous chromic acid (9.3 g) in acetic anhydride (40 ml) for 2 hours. The mixture was stirred at the same temperature for 1 hour, poured into ice-water and extracted with diethylether. The organic layer was washed with sodium carbonate solution, water and saturated brine and dried with magnesium sulfate. Und...